From a dataset of the Open Reaction Database (ORD), a public repository of structured organic reaction records. describe an organic reaction: reactants, conditions, products, and yield The reactants are C(C)(C)(C)OC(N(CC)CC1=NC2=CC=CC=C2C=C1Br)=O ((3-bromo-quinolin-2-ylmethyl)-ethyl-carbamic acid tert-butyl ester), C(C)OC(CC1=CC(=C(C=C1)OC)B1OC(C(O1)(C)C)(C)C)=O ([4-methoxy-3-(4,4,5,5-tetramethyl-[1,3,2]dioxaborolan-2-yl)-phenyl]-acetic acid ethyl ester). Yields the product C(C)OC(CC1=CC(=C(C=C1)OC)C=1C(=NC2=CC=CC=C2C1)CN(CC)C(=O)OC(C)(C)C)=O ((3-{2-[(tert-Butoxycarbonyl-ethyl-amino)-methyl]-quinolin-3-yl}-4-methoxy-phenyl)-acetic acid ethyl ester). As a reaction SMILES: [C:1]([O:5][C:6](=[O:22])[N:7]([CH2:10][C:11]1[C:20](Br)=[CH:19][C:18]2[C:13](=[CH:14][CH:15]=[CH:16][CH:17]=2)[N:12]=1)[CH2:8][CH3:9])([CH3:4])([CH3:3])[CH3:2].[CH2:23]([O:25][C:26](=[O:45])[CH2:27][C:28]1[CH:33]=[CH:32][C:31]([O:34][CH3:35])=[C:30](B2OC(C)(C)C(C)(C)O2)[CH:29]=1)[CH3:24]>>[CH2:23]([O:25][C:26](=[O:45])[CH2:27][C:28]1[CH:33]=[CH:32][C:31]([O:34][CH3:35])=[C:30]([C:20]2[C:11]([CH2:10][N:7]([C:6]([O:5][C:1]([CH3:4])([CH3:3])[CH3:2])=[O:22])[CH2:8][CH3:9])=[N:12][C:13]3[C:18]([CH:19]=2)=[CH:17][CH:16]=[CH:15][CH:14]=3)[CH:29]=1)[CH3:24]. Procedure details: Prepared according to the procedure described in Example 5, Step 3, using the following starting materials: (3-bromo-quinolin-2-ylmethyl)-ethyl-carbamic acid tert-butyl ester and [4-methoxy-3-(4,4,5,5-tetramethyl-[1,3,2]dioxaborolan-2-yl)-phenyl]-acetic acid ethyl ester. Reactants: [Al+3], [Cl-], [Cl-], [Cl-], O=C(Cl)CCCCCl, ClCCCl, O=C(N1CCc2ccccc2CC1)C(F)(F)F. Yields the product O=C(CCCCCl)c1ccc2c(c1)CCN(C(=O)C(F)(F)F)CC2. Reaction SMILES: [Al+3:2].[Cl-:1].[Cl-:3].[Cl-:4].[Cl:22][CH2:23][CH2:24][CH2:25][CH2:26][C:27](=[O:28])[Cl:29].[Cl:30][CH2:31][CH2:32][Cl:33].[F:5][C:6]([C:7](=[O:8])[N:9]1[CH2:10][CH2:11][c:12]2[c:13]([cH:16][cH:17][cH:18][cH:19]2)[CH2:14][CH2:15]1)([F:20])[F:21]>>[F:5][C:6]([C:7](=[O:8])[N:9]1[CH2:10][CH2:11][c:12]2[c:13]([cH:16][cH:17][c:18]([C:27]([CH2:26][CH2:25][CH2:24][CH2:23][Cl:22])=[O:28])[cH:19]2)[CH2:14][CH2:15]1)([F:20])[F:21].